This data is from the Open Reaction Database (ORD), a public repository of structured organic reaction records. The task is: describe an organic reaction: reactants, conditions, products, and yield Starting materials: [Li]CCCC (n-BuLi), BrC1=CC=C(C=C1)C (4-bromo-toluene), CC1(OCCC(C1)=O)C (tetrahydro-2,2-dimethyl-4H-pyran-4-one). Run in C1CCOC1 (THF), C1CCOC1 (THF). Run at temperature -78 celsius, time 30 minute. Product: CC1(OCCC(C1)(O)C1=CC=C(C=C1)C)C (2,2-dimethyl-4-(4-methylphenyl)oxan-4-ol). RXN SMILES: [Li]CCCC.Br[C:7]1[CH:12]=[CH:11][C:10]([CH3:13])=[CH:9][CH:8]=1.[CH3:14][C:15]1([CH3:22])[CH2:20][C:19](=[O:21])[CH2:18][CH2:17][O:16]1>C1COCC1>[CH3:14][C:15]1([CH3:22])[CH2:20][C:19]([C:7]2[CH:12]=[CH:11][C:10]([CH3:13])=[CH:9][CH:8]=2)([OH:21])[CH2:18][CH2:17][O:16]1. Procedure details: n-BuLi (26.3 ml, 1.6 M in hexane, 42 mmol) was added dropwise to a solution of 4-bromo-toluene (7.70 g, 45 mmol) in THF (100 ml) at −78° C. under N2. The resulting mixture was stirred at −78° C. for 30 min and a solution of tetrahydro-2,2-dimethyl-4H-pyran-4-one (3.84 g, 30 mmol) in THF (20 ml) was added. The resulting mixture was stirred at −78° C. for another 20 min and quenched by adding MeOH (10 ml). The reaction was concentrated under vacuum and the resulting residue was diluted with EtOAc ... Yields the product CC=1C=C(C=CC1C)C1(C2=CC=CC=C2C=2C=CC=CC12)C1=CC(=C(C=C1)C)C (9,9-Bis-(3,4-dimethylphenyl)fluorene). The reactants are 2970w, 812w, C(=O)(O)[O-].[Na+] (NaHCO3), 1448s, 1502m, 3042w, 1475w, 3020w, 3065w, FC(S(=O)(=O)O)(F)F (Trifluoromethanesulfonic acid), 1022w, 827w, C(=O)(O)[O-].[Na+] (NaHCO3), 2945w, C1=CC=CC=2C3=CC=CC=C3C(C12)=O (9-fluorenone), C=1(C(=CC=CC1)C)C (ortho-xylene), 2960s, 1384w, mixture, [K+].[Br-] (KBr). RXN SMILES: [CH:1]1[C:13]2[C:12](=O)[C:11]3[C:6](=[CH:7][CH:8]=[CH:9][CH:10]=3)[C:5]=2[CH:4]=[CH:3][CH:2]=1.FC(F)(F)S(O)(=O)=O.C([O-])(O)=O.[Na+].[K+].[Br-].[C:30]1([CH3:37])[C:31]([CH3:36])=[CH:32][CH:33]=[CH:34][CH:35]=1>C(OCC)(=O)C>[CH3:37][C:30]1[CH:35]=[C:34]([C:12]2([C:3]3[CH:2]=[CH:1][C:13]([CH3:12])=[C:5]([CH3:6])[CH:4]=3)[C:11]3[CH:10]=[CH:9][CH:8]=[CH:7][C:6]=3[C:5]3[C:13]2=[CH:1][CH:2]=[CH:3][CH:4]=3)[CH:33]=[CH:32][C:31]=1[CH3:36] |f:2.3,4.5|. Reported procedure: A three liter round-bottom flask fitted with a reflux condenser and a gas inlet was charged with 9-fluorenone (36.6 g, 201 mmol) and excess ortho-xylene (710 ml) and stirred under nitrogen atmosphere. Trifluoromethanesulfonic acid (30.0 g, 201 mmol) was slowly added to the solution causing the solution to turn brown/black. The reaction mixture was warmed to 120+/-2° C. for 2 days. A small sample of the reaction mixture (0.5 mol) was removed, neutralized with saturated aqueous NaHCO3 and the orga... Solvent: C(C)(=O)OCC (ethyl acetate). Reactants: O=C([O-])N(Cc1ccccc1)CC1Cc2cc(F)cc(-c3ccccc3C(F)(F)F)c2O1, Cl, C[Si](C)(C)I. Product: NCC1Cc2cc(F)cc(-c3ccccc3C(F)(F)F)c2O1. As a reaction SMILES: [CH2:1]([c:5]1[cH:6][cH:7][cH:9][cH:10][cH:11]1)[N:8]([C:2](=[O:3])[O-:4])[CH2:12][CH:13]1[O:14][c:15]2[c:16]([cH:18][c:19]([F:32])[cH:20][c:21]2-[c:22]2[c:23]([C:28]([F:29])([F:30])[F:31])[cH:24][cH:25][cH:26][cH:27]2)[CH2:17]1.[ClH:38].[I:33][Si:34]([CH3:35])([CH3:36])[CH3:37]>>[NH2:8][CH2:12][CH:13]1[O:14][c:15]2[c:16]([cH:18][c:19]([F:32])[cH:20][c:21]2-[c:22]2[c:23]([C:28]([F:29])([F:30])[F:31])[cH:24][cH:25][cH:26][cH:27]2)[CH2:17]1. Starting materials: C(C(=O)Cl)(=O)Cl (oxalyl chloride), CC1=C(N=C(O1)C1=CC=C(C(=O)O)C=C1)CS(=O)(=O)C1=CC=C(C=C1)C (4-(5-Methyl-4-{[(4-methylphenyl)sulfonyl]methyl}-1,3-oxazol-2-yl)benzoic Acid), CNC=1C=NC=CC1 (N-methyl-N-(3-pyridinyl)amine). The product is CN(C(C1=CC=C(C=C1)C=1OC(=C(N1)CS(=O)(=O)C1=CC=C(C=C1)C)C)=O)C=1C=NC=CC1 (N-Methyl-4-(5-methyl-4-{[(4-methylphenyl)sulfonyl]methyl}-1,3-oxazol-2-yl)-N-(3-pyridinyl)benzamide). The yield is 73.4%. As a reaction SMILES: C(Cl)(=O)C(Cl)=O.[CH3:7][C:8]1[O:12][C:11]([C:13]2[CH:21]=[CH:20][C:16]([C:17]([OH:19])=O)=[CH:15][CH:14]=2)=[N:10][C:9]=1[CH2:22][S:23]([C:26]1[CH:31]=[CH:30][C:29]([CH3:32])=[CH:28][CH:27]=1)(=[O:25])=[O:24].[CH3:33][NH:34][C:35]1[CH:36]=[N:37][CH:38]=[CH:39][CH:40]=1>>[CH3:33][N:34]([C:35]1[CH:36]=[N:37][CH:38]=[CH:39][CH:40]=1)[C:17](=[O:19])[C:16]1[CH:15]=[CH:14][C:13]([C:11]2[O:12][C:8]([CH3:7])=[C:9]([CH2:22][S:23]([C:26]3[CH:31]=[CH:30][C:29]([CH3:32])=[CH:28][CH:27]=3)(=[O:24])=[O:25])[N:10]=2)=[CH:21][CH:20]=1. Reported procedure: Reaction of oxalyl chloride (100 λL, 1.1 mmol) and benzoic acid 4 (275 mg, 0.7 mmol) with subsequent coupling to N-methyl-N-(3-pyridinyl)amine (88 mg, 0.8 mmol) gave benzamide 7 (237 mg, 69%) as a white powder: mp (MeOH) 195-197° C.; 1H NMR δ 8.37 (d, J=2.4 Hz, 1H, H-2′), 8.35 (dd, J=4.7, 1.5 Hz, 1H, H-6′), 7.72 (ddd, J=8.2, 2.4, 1.5 Hz, 1H, H-4′), 7.67 (br d, J=8.5 Hz, 2H, H-2, H-6), 7.63 (br d, J=8.2 Hz, 2H, H-2″, H-6″), 7.37-7.42 (m, J=8.2 Hz, 4H, H-3, H-5, H-3″, H-5″), 7.34 (ddd, J=8.2, 4.7 ... Starting materials: FC1=CC=C(C=C1)O (4-fluorophenol), C(=O)([O-])[O-].[K+].[K+] (K2CO3), BrCC=C (3-bromo-propene). The solvent is CC(=O)C (acetone). Product: C(C=C)OC1=CC=C(C=C1)F (1-Allyloxy-4-fluorobenzene). Yield: 99.1%. RXN SMILES: [F:1][C:2]1[CH:7]=[CH:6][C:5]([OH:8])=[CH:4][CH:3]=1.C([O-])([O-])=O.[K+].[K+].Br[CH2:16][CH:17]=[CH2:18]>CC(C)=O>[CH2:18]([O:8][C:5]1[CH:6]=[CH:7][C:2]([F:1])=[CH:3][CH:4]=1)[CH:17]=[CH2:16] |f:1.2.3|. Reported procedure: To a solution of 4-fluorophenol (1p) (30 g, 268.0 mmol) in acetone (250 mL), anhydrous K2CO3 (65 g, 468.3 mmol) was added followed by 3-bromo-propene (2p) (28 mL, 321.1 mmol). The resulting mixture was refluxed for 16 hours, cooled to room temperature and then poured onto ice water (500 mL). The aqueous layer was extracted with ether (3×250 mL) and the combined organic layers were washed with 2 M NaOH (2×150 mL) and dried over a mixture of anhydrous K2CO3 and Na2SO4. The solvent was removed unde... Reactants: NC(CC1=C(C=CC=C1Cl)Cl)O (α-amino-2,6-dichlorobenzeneethanol), FC1=C(C=CC=C1)[N+](=O)[O-] (1-fluoro-2-nitrobenzene). Conditions: temperature 110 celsius, time 3 hour. Product: C1(=CC=CC=C1)CCO (benzeneethanol). Reaction SMILES: N[CH:2]([OH:12])[CH2:3][C:4]1[C:9](Cl)=[CH:8][CH:7]=[CH:6][C:5]=1Cl.FC1C=CC=CC=1[N+]([O-])=O>>[C:4]1([CH2:3][CH2:2][OH:12])[CH:9]=[CH:8][CH:7]=[CH:6][CH:5]=1. Reported procedure: A mixture of 1.03 g of α-amino-2,6-dichlorobenzeneethanol and 0.7 g of 1-fluoro-2-nitrobenzene was stirred for 3 hours at 110° C. The reaction mixture was purified by column chromatography (silica gel; CH2Cl2 /CH3OH 98:2). The eluent of the desired fraction was evaporated and the residue was crystallized from acetonitrile. The product was filtered off and dried, yielding 0.4 g (24.4%) of (±)-2,6-dichloro-β-(2-nitrophenyl)amino]benzeneethanol; m.p. 127.6° C. (comp. 12). Starting materials: CN1CCN(CC1)C1=CC(=C(C=C1)N)OC(F)(F)F (4-(4-methyl-piperazin-1-yl)-2-trifluoromethoxy-phenylamine), N#CN (cyanamide). The solvent is O (H2O), Cl (HCl). Reaction conditions: temperature 60 celsius, time 1 hour. Yields the product CN1CCN(CC1)C1=CC(=C(C=C1)NC(=N)N)OC(F)(F)F (N-[4-(4-Methyl-piperazin-1-yl)-2-trifluoromethoxy-phenyl]-guanidine). Yield: 75.6%. RXN SMILES: [CH3:1][N:2]1[CH2:7][CH2:6][N:5]([C:8]2[CH:13]=[CH:12][C:11]([NH2:14])=[C:10]([O:15][C:16]([F:19])([F:18])[F:17])[CH:9]=2)[CH2:4][CH2:3]1.[N:20]#[C:21][NH2:22]>Cl.O>[CH3:1][N:2]1[CH2:7][CH2:6][N:5]([C:8]2[CH:13]=[CH:12][C:11]([NH:14][C:21]([NH2:22])=[NH:20])=[C:10]([O:15][C:16]([F:19])([F:17])[F:18])[CH:9]=2)[CH2:4][CH2:3]1. Procedure details: To a solution of 4-(4-methyl-piperazin-1-yl)-2-trifluoromethoxy-phenylamine (275 mg, 1 mmol) in HCl 6N (1 mL), cyanamide (336 mg, 8.0 mmol) was added and the reaction was stirred at 60° C. for 1 hours. The mixture was cooled down to room temperature, diluted with H2O (3 mL), extracted with DCM (10 mL). NaOH 2N was added to pH>11. The aqueous phase was extracted with Et2O (3×10 mL), dried over Na2SO4 and concentrated. The residue was crystallized from Et2O to give the title compound (240 mg, 76% ... Reactants: C(C)#N (acetonitrile), ClC=1C(=NC=CC1)N1NC(CC1C(=O)OCC)=O (ethyl 1-(3-chloro-2-pyridinyl)-3-oxopyrazolidine-5-carboxylate), P(=O)(Br)(Br)Br (phosphoryl bromide), C([O-])([O-])=O.[Na+].[Na+] (sodium carbonate). The solvent is O (water), ClCCl (dichloromethane). Run at time 20 minute. The product is BrC1=NN(C(C1)C(=O)OCC)C1=NC=CC=C1Cl (ethyl 3-bromo-1-(3-chloro-2-pyridinyl)-4,5-dihydro-1H-pyrazole-5-carboxylate). Yield: 149.0%. RXN SMILES: C(#N)C.[Cl:4][C:5]1[C:6]([N:11]2[CH:15]([C:16]([O:18][CH2:19][CH3:20])=[O:17])[CH2:14][C:13](=O)[NH:12]2)=[N:7][CH:8]=[CH:9][CH:10]=1.P(Br)(Br)([Br:24])=O.C(=O)([O-])[O-].[Na+].[Na+]>ClCCl.O>[Br:24][C:13]1[CH2:14][CH:15]([C:16]([O:18][CH2:19][CH3:20])=[O:17])[N:11]([C:6]2[C:5]([Cl:4])=[CH:10][CH:9]=[CH:8][N:7]=2)[N:12]=1 |f:3.4.5|. Procedure: To a 500 mL flask, acetonitrile (200 mL), ethyl 1-(3-chloro-2-pyridinyl)-3-oxopyrazolidine-5-carboxylate (21.28 g, 94%, 74.17 mmol) and phosphoryl bromide (14.88 g, 51.92 mmol) were added. The reaction mixture was heated to reflux for 2 hours. 150 mL solvent was distilled from the reaction mixture. The concentrated reaction mixture was added to the mixture of sodium carbonate (10.56 g, 155.7 mmol) and water (40 mL). The reaction mixture was stirred for 20 minutes until no more gas released, and ... Reactants: O (Water), solution, [OH-].[Na+] (sodium hydroxide), Cl (hydrochloric acid), OC1=C(C(=O)C=2C=CC(=C(C2)CCC(=O)OC)OCC(C)C)C=CC(=C1)OCC(C)C (methyl 3-[5-(2-hydroxy-4-isobutoxybenzoyl)-2-isobutoxyphenyl]propanoate). Run in C(C)O (ethanol), C(Cl)(Cl)Cl (chloroform). Conditions: time 1 hour. Yields the product OC1=C(C(=O)C=2C=CC(=C(C2)CCC(=O)O)OCC(C)C)C=CC(=C1)OCC(C)C (3-[5-(2-hydroxy-4-isobutoxybenzoyl)-2-isobutoxyphenyl]-propanoic acid). Isolated yield 98.7%. Reaction SMILES: [OH:1][C:2]1[CH:26]=[C:25]([O:27][CH2:28][CH:29]([CH3:31])[CH3:30])[CH:24]=[CH:23][C:3]=1[C:4]([C:6]1[CH:7]=[CH:8][C:9]([O:18][CH2:19][CH:20]([CH3:22])[CH3:21])=[C:10]([CH2:12][CH2:13][C:14]([O:16]C)=[O:15])[CH:11]=1)=[O:5].[OH-].[Na+].O.Cl>C(O)C.C(Cl)(Cl)Cl>[OH:1][C:2]1[CH:26]=[C:25]([O:27][CH2:28][CH:29]([CH3:31])[CH3:30])[CH:24]=[CH:23][C:3]=1[C:4]([C:6]1[CH:7]=[CH:8][C:9]([O:18][CH2:19][CH:20]([CH3:22])[CH3:21])=[C:10]([CH2:12][CH2:13][C:14]([OH:16])=[O:15])[CH:11]=1)=[O:5] |f:1.2|. Procedure: In 155 ml of ethanol is dissolved 30.9 g of methyl 3-[5-(2-hydroxy-4-isobutoxybenzoyl)-2-isobutoxyphenyl]propanoate, to which is added 44 ml of 5 mol/L solution of sodium hydroxide. The mixture is stirred at ambient temperature for one hour. Water, followed by chloroform, is added to the reaction mixture, pH is adjusted to 2 with 6 mol/L hydrochloric acid, and the organic layer is separated. The organic layer is washed with water and saturated aqueous solution of sodium chloride successively and...